From a dataset of the Open Reaction Database (ORD), a public repository of structured organic reaction records. describe an organic reaction: reactants, conditions, products, and yield Reactants: COP(=O)(CC(=O)OC(C)(C)C)OC, [Li]CCCC, CCN1C(=O)C(C)(C)Oc2cc(C)c(-c3cc(C=O)ccc3OC(F)(F)F)cc21, C1CCOC1, C1CCOC1, CN1CCCN(C)C1=O. Product: CCN1C(=O)C(C)(C)Oc2cc(C)c(-c3cc(C=CC(=O)OC(C)(C)C)ccc3OC(F)(F)F)cc21. As a reaction SMILES: [C:1]([CH3:2])([CH3:3])([CH3:4])[O:5][C:6](=[O:7])[CH2:8][P:9](=[O:10])([O:11][CH3:12])[O:13][CH3:14].[CH2:15]([Li:16])[CH2:17][CH2:18][CH3:19].[CH2:20]([CH3:21])[N:22]1[C:23](=[O:48])[C:24]([CH3:46])([CH3:47])[O:25][c:26]2[c:27]1[cH:28][c:29](-[c:33]1[cH:34][c:35]([CH:36]=[O:37])[cH:38][cH:39][c:40]1[O:41][C:42]([F:43])([F:44])[F:45])[c:30]([CH3:32])[cH:31]2.[CH2:49]1[O:50][CH2:51][CH2:52][CH2:53]1.[CH2:63]1[O:64][CH2:65][CH2:66][CH2:67]1.[CH3:54][N:55]1[CH2:56][CH2:57][CH2:58][N:59]([CH3:60])[C:61]1=[O:62]>>[C:1]([CH3:2])([CH3:3])([CH3:4])[O:5][C:6](=[O:7])[CH:8]=[CH:36][c:35]1[cH:34][c:33](-[c:29]2[cH:28][c:27]3[c:26]([cH:31][c:30]2[CH3:32])[O:25][C:24]([CH3:46])([CH3:47])[C:23](=[O:48])[N:22]3[CH2:20][CH3:21])[c:40]([O:41][C:42]([F:43])([F:44])[F:45])[cH:39][cH:38]1.